describe an organic reaction: reactants, conditions, products, and yield From a dataset of the Open Reaction Database (ORD), a public repository of structured organic reaction records. Starting materials: CCOC=O, Cl, [Na], CC(=O)c1cc2c(cc1O)C(C)(C)CCC2(C)C. Yields the product CC1(C)CCC(C)(C)c2cc3c(cc21)OC(O)CC3=O. RXN SMILES: [CH:20](=[O:21])[O:22][CH2:23][CH3:24].[ClH:25].[Na:1].[OH:2][c:3]1[c:4]([C:17]([CH3:18])=[O:19])[cH:5][c:6]2[c:11]([cH:12]1)[C:10]([CH3:13])([CH3:14])[CH2:9][CH2:8][C:7]2([CH3:15])[CH3:16]>>[O:2]1[c:3]2[c:4]([cH:5][c:6]3[c:11]([cH:12]2)[C:10]([CH3:13])([CH3:14])[CH2:9][CH2:8][C:7]3([CH3:15])[CH3:16])[C:17](=[O:19])[CH2:18][CH:20]1[OH:21]. The reactants are C([O-])([O-])=O.[Cs+].[Cs+] (cesium carbonate), C1(=CC=CC=C1)P(C1=CC=CC=2C(C3=CC=CC(=C3OC12)P(C1=CC=CC=C1)C1=CC=CC=C1)(C)C)C1=CC=CC=C1 (4,5-bis(diphenylphosphino)-9,9-dimethylxanthene), [Si](C)(C)(C(C)(C)C)OC1[C@@H](NC(C12CC2)=O)CC ((6S)-7-(tert-butyldimethylsilyloxy)-6-ethyl-5-azaspiro[2.4]heptan-4-one), IC1=CC(=C(C#N)C=C1)C(F)(F)F (4-iodo-2-trifluoromethylbenzonitrile). Reagents/catalysts: C=1C=CC(=CC1)/C=C/C(=O)/C=C/C2=CC=CC=C2.C=1C=CC(=CC1)/C=C/C(=O)/C=C/C2=CC=CC=C2.C=1C=CC(=CC1)/C=C/C(=O)/C=C/C2=CC=CC=C2.[Pd].[Pd] (tris(dibenzylideneacetone)dipalladium(0)). Product: [Si](C)(C)(C(C)(C)C)O[C@H]1[C@@H](N(C(C12CC2)=O)C2=CC(=C(C#N)C=C2)C(F)(F)F)CC (4-[(6S,7R)-7-(tert-butyldimethylsilyloxy)-6-ethyl-4-oxo-5-azaspiro[2.4]hept-5-yl]-2-(trifluoromethyl)benzonitrile), solid. Isolated yield 67.0%. RXN SMILES: [Si:1]([O:8][CH:9]1[C:13]2([CH2:15][CH2:14]2)[C:12](=[O:16])[NH:11][C@H:10]1[CH2:17][CH3:18])([C:4]([CH3:7])([CH3:6])[CH3:5])([CH3:3])[CH3:2].I[C:20]1[CH:27]=[CH:26][C:23]([C:24]#[N:25])=[C:22]([C:28]([F:31])([F:30])[F:29])[CH:21]=1.C(=O)([O-])[O-].[Cs+].[Cs+].C1(P(C2C=CC=CC=2)C2C3OC4C(=CC=CC=4P(C4C=CC=CC=4)C4C=CC=CC=4)C(C)(C)C=3C=CC=2)C=CC=CC=1>C1C=CC(/C=C/C(/C=C/C2C=CC=CC=2)=O)=CC=1.C1C=CC(/C=C/C(/C=C/C2C=CC=CC=2)=O)=CC=1.C1C=CC(/C=C/C(/C=C/C2C=CC=CC=2)=O)=CC=1.[Pd].[Pd]>[Si:1]([O:8][C@@H:9]1[C:13]2([CH2:14][CH2:15]2)[C:12](=[O:16])[N:11]([C:20]2[CH:27]=[CH:26][C:23]([C:24]#[N:25])=[C:22]([C:28]([F:29])([F:31])[F:30])[CH:21]=2)[C@H:10]1[CH2:17][CH3:18])([C:4]([CH3:7])([CH3:6])[CH3:5])([CH3:2])[CH3:3] |f:2.3.4,6.7.8.9.10|. Reported procedure: Using (6S)-7-(tert-butyldimethylsilyloxy)-6-ethyl-5-azaspiro[2.4]heptan-4-one (397.8 mg), 4-iodo-2-trifluoromethylbenzonitrile (482 mg), cesium carbonate (721 mg), tris(dibenzylideneacetone)dipalladium(0) (68 mg) and 4,5-bis(diphenylphosphino)-9,9-dimethylxanthene (171 mg), and in the same manner as in Reference Example 3, the title compound was obtained as a colorless solid (yield: 433.7mg, yield: 67%). Reactants: C(C)OC(C(C)(C)C1=CC=C(C=C1)C1=CC=C(C=C1)C1=C(C(=NO1)C)N)=O (2-[4′-(4-amino-3-methyl-isoxazol-5-yl)-biphenyl-4-yl]-2-methyl-propionic acid ethyl ester), BrC1=NC(=CC=C1)C1=CC=CC=C1 (2-bromo-6-phenyl-pyridine). Product: C(C)OC(C(C)(C1=CC=C(C=C1)C1=CC=C(C=C1)C1=C(C(=NO1)C)NC1=NC(=CC=C1)C1=CC=CC=C1)C)=O (2-Methyl-2-{4′-[3-methyl-4-(6-phenyl-pyridin-2-ylamino)-isoxazol-5-yl]-biphenyl-4-yl}-propionic acid ethyl ester). As a reaction SMILES: [CH2:1]([O:3][C:4](=[O:27])[C:5]([C:8]1[CH:13]=[CH:12][C:11]([C:14]2[CH:19]=[CH:18][C:17]([C:20]3[O:24][N:23]=[C:22]([CH3:25])[C:21]=3[NH2:26])=[CH:16][CH:15]=2)=[CH:10][CH:9]=1)([CH3:7])[CH3:6])[CH3:2].Br[C:29]1[CH:34]=[CH:33][CH:32]=[C:31]([C:35]2[CH:40]=[CH:39][CH:38]=[CH:37][CH:36]=2)[N:30]=1>>[CH2:1]([O:3][C:4](=[O:27])[C:5]([CH3:7])([C:8]1[CH:13]=[CH:12][C:11]([C:14]2[CH:19]=[CH:18][C:17]([C:20]3[O:24][N:23]=[C:22]([CH3:25])[C:21]=3[NH:26][C:29]3[CH:34]=[CH:33][CH:32]=[C:31]([C:35]4[CH:36]=[CH:37][CH:38]=[CH:39][CH:40]=4)[N:30]=3)=[CH:16][CH:15]=2)=[CH:10][CH:9]=1)[CH3:6])[CH3:2]. Reported procedure: Prepared according to the procedure described in Example 134, Step 3, using 2-[4′-(4-amino-3-methyl-isoxazol-5-yl)-biphenyl-4-yl]-2-methyl-propionic acid ethyl ester and 2-bromo-6-phenyl-pyridine. Starting materials: CC(=O)C (Acetone), N1(C=NC=C1)C=1C=CC(=C(C1)CN(C(=O)NC1=C(C=CC=C1C)OCCCN1CCN(CC1)C1=CC=CC=C1)CCCCC)OC (N-{5-(1-imidazolyl)-2-methoxyphenyl}methyl-N-(1-pentyl)-N'-[2-{3-(4-phenyl-1-piperazinyl)propoxy}-6-methylphenyl]urea), Cl (hydrochloric acid). Solvent: O (water). Yields the product Cl.Cl.N1(C=NC=C1)C=1C=CC(=C(C1)CN(C(=O)NC1=C(C=CC=C1C)OCCCN1CCN(CC1)C1=CC=CC=C1)CCCCC)OC (N-{5-(1-imidazolyl)-2-methoxyphenyl}methyl-N-(1-pentyl)-N'-[2-{3-(4-phenyl-1-piperazinyl)propoxy}-6-methylphenyl]urea dihydrochloride). The yield is 91.4%. As a reaction SMILES: CC(C)=O.[N:5]1([C:10]2[CH:11]=[CH:12][C:13]([O:49][CH3:50])=[C:14]([CH2:16][N:17]([CH2:44][CH2:45][CH2:46][CH2:47][CH3:48])[C:18]([NH:20][C:21]3[C:26]([CH3:27])=[CH:25][CH:24]=[CH:23][C:22]=3[O:28][CH2:29][CH2:30][CH2:31][N:32]3[CH2:37][CH2:36][N:35]([C:38]4[CH:43]=[CH:42][CH:41]=[CH:40][CH:39]=4)[CH2:34][CH2:33]3)=[O:19])[CH:15]=2)[CH:9]=[CH:8][N:7]=[CH:6]1.[ClH:51]>O>[ClH:51].[ClH:51].[N:5]1([C:10]2[CH:11]=[CH:12][C:13]([O:49][CH3:50])=[C:14]([CH2:16][N:17]([CH2:44][CH2:45][CH2:46][CH2:47][CH3:48])[C:18]([NH:20][C:21]3[C:26]([CH3:27])=[CH:25][CH:24]=[CH:23][C:22]=3[O:28][CH2:29][CH2:30][CH2:31][N:32]3[CH2:33][CH2:34][N:35]([C:38]4[CH:43]=[CH:42][CH:41]=[CH:40][CH:39]=4)[CH2:36][CH2:37]3)=[O:19])[CH:15]=2)[CH:9]=[CH:8][N:7]=[CH:6]1 |f:4.5.6|. Procedure details: Acetone (84 ml) and water (8.4 ml) were added to N-{5-(1-imidazolyl)-2-methoxyphenyl}methyl-N-(1-pentyl)-N'-[2-{3-(4-phenyl-1-piperazinyl)propoxy}-6-methylphenyl]urea (5.0 g, 8.0 mmol). The mixture was added dropwise with concentrated hydrochloric acid (1.5 ml, 17 mmol) with stirring at room temperature, and then added with seed crystals. After stirring for 3 hours under ice cooling, the precipitated crystals were collected by filtration and dried at 60° C. under reduced pressure to give N-{5-(1... Reactants: NCCN1C(C(=C(C2=NC=C(C=C12)CC1=CC=C(C=C1)F)O)C(=O)NC(CO)C)=O (1-(2-aminoethyl)-7-[(4-fluorophenyl)methyl]-4-hydroxy-N-(2-hydroxy-1-methylethyl)-2-oxo-1,2-dihydro-1,5-naphthyridine-3-carboxamide), N1(CCOCC1)C(=O)Cl (4-morpholinecarbonyl chloride). Product: FC1=CC=C(C=C1)CC1=CN=C2C(=C(C(N(C2=C1)CCNC(=O)N1CCOCC1)=O)C(=O)NC(CO)C)O (7-[(4-fluorophenyl)methyl]-4-hydroxy-N-(2-hydroxy-1-methylethyl)-1-{2-[(4-morpholinylcarbonyl)amino]ethyl}-2-oxo-1,2-dihydro-1,5-naphthyridine-3-carboxamide). Reaction SMILES: [NH2:1][CH2:2][CH2:3][N:4]1[C:13]2[C:8](=[N:9][CH:10]=[C:11]([CH2:14][C:15]3[CH:20]=[CH:19][C:18]([F:21])=[CH:17][CH:16]=3)[CH:12]=2)[C:7]([OH:22])=[C:6]([C:23]([NH:25][CH:26]([CH3:29])[CH2:27][OH:28])=[O:24])[C:5]1=[O:30].[N:31]1([C:37](Cl)=[O:38])[CH2:36][CH2:35][O:34][CH2:33][CH2:32]1>>[F:21][C:18]1[CH:17]=[CH:16][C:15]([CH2:14][C:11]2[CH:12]=[C:13]3[C:8]([C:7]([OH:22])=[C:6]([C:23]([NH:25][CH:26]([CH3:29])[CH2:27][OH:28])=[O:24])[C:5](=[O:30])[N:4]3[CH2:3][CH2:2][NH:1][C:37]([N:31]3[CH2:36][CH2:35][O:34][CH2:33][CH2:32]3)=[O:38])=[N:9][CH:10]=2)=[CH:20][CH:19]=1. Reported procedure: This compound was prepared from 1-(2-aminoethyl)-7-[(4-fluorophenyl)methyl]-4-hydroxy-N-(2-hydroxy-1-methylethyl)-2-oxo-1,2-dihydro-1,5-naphthyridine-3-carboxamide and 4-morpholinecarbonyl chloride employing methods similar to those described in Example 450 and was obtained as an orange solid: ES+ MS: 528 (M+H+). Reactants: Cl.O(C1=CC=CC=C1)C1=CC=C(C=C1)[C@H](C)N ((S)-1-(4-phenoxyphenyl)ethanamine hydrochloride), ClC1=NC=C(C(=N1)N1C(OCC1)=O)F (3-(2-chloro-5-fluoropyrimidin-4-yl)oxazolidin-2-one), CCN(C(C)C)C(C)C (DIPEA), CS(=O)C (DMSO), CCN(C(C)C)C(C)C (DIPEA), [F-].[K+] (KF). The solvent is CCOC(=O)C (EtOAc). Reaction conditions: temperature 110 celsius. Product: FC=1C(=NC(=NC1)N[C@@H](C)C1=CC=C(C=C1)OC1=CC=CC=C1)N1C(OCC12CCCC2)=O ((S)-1-(5-fluoro-2-(1-(4-phenoxyphenyl)ethylamino) pyrimidin-4-yl)-3-oxa-1-azaspiro[4.4]nonan-2-one). Reaction SMILES: Cl.[O:2]([C:9]1[CH:14]=[CH:13][C:12]([C@@H:15]([NH2:17])[CH3:16])=[CH:11][CH:10]=1)[C:3]1[CH:8]=[CH:7][CH:6]=[CH:5][CH:4]=1.Cl[C:19]1[N:24]=[C:23]([N:25]2[CH2:29][CH2:28][O:27][C:26]2=[O:30])[C:22]([F:31])=[CH:21][N:20]=1.CCN([CH:38]([CH3:40])[CH3:39])C(C)C.[F-].[K+].[CH3:43]S(C)=O>CCOC(C)=O>[F:31][C:22]1[C:23]([N:25]2[C:29]3([CH2:39][CH2:38][CH2:40][CH2:43]3)[CH2:28][O:27][C:26]2=[O:30])=[N:24][C:19]([NH:17][C@H:15]([C:12]2[CH:11]=[CH:10][C:9]([O:2][C:3]3[CH:8]=[CH:7][CH:6]=[CH:5][CH:4]=3)=[CH:14][CH:13]=2)[CH3:16])=[N:20][CH:21]=1 |f:0.1,4.5|. Procedure details: A solution of (S)-1-(4-phenoxyphenyl)ethanamine hydrochloride (281 mg, 1.125 mmol), 3-(2-chloro-5-fluoropyrimidin-4-yl)oxazolidin-2-one (103 mg, 0.379 mmol) and DIPEA (0.331 ml, 1.896 mmol) in DMSO was heated to 110° C. for 1 h. LCMS showed little product. Heated for an additional 16 h. LCMS still showed starting material. Added an additional 5 equivalents of DIPEA and 1 equivalent of KF. Heated to 110° C. for 2 h. LCMS shows product. The reaction mixture was diluted with EtOAc (8 mL) and washed... Reactants: CCOC(=O)C(C)C#N, CC(C)O, S=P(S)(c1ccccc1)c1ccccc1. The product is CCOC(=O)C(C)C(N)=S. Reaction SMILES: [CH2:16]([CH3:17])[O:18][C:19]([CH:20]([CH3:21])[C:22]#[N:23])=[O:24].[CH:25]([OH:26])([CH3:27])[CH3:28].[c:1]1([P:2]([c:3]2[cH:4][cH:5][cH:6][cH:7][cH:9]2)(=[S:8])[SH:10])[cH:11][cH:12][cH:13][cH:14][cH:15]1>>[S:8]=[C:22]([CH:20]([C:19]([O:18][CH2:16][CH3:17])=[O:24])[CH3:21])[NH2:23].